Dataset: the Open Reaction Database (ORD), a public repository of structured organic reaction records. Task: describe an organic reaction: reactants, conditions, products, and yield Reactants: N#C[Zn]C#N, CCOC(C)=O, COC(=O)c1c(I)cc(Cl)nc1Cl, CN(C)C=O, O, c1ccc(P(c2ccccc2)(c2ccccc2)[Pd](P(c2ccccc2)(c2ccccc2)c2ccccc2)(P(c2ccccc2)(c2ccccc2)c2ccccc2)P(c2ccccc2)(c2ccccc2)c2ccccc2)cc1. The product is COC(=O)c1c(C#N)cc(Cl)nc1Cl. RXN SMILES: [C:14](#[N:15])[Zn:16][C:17]#[N:18].[CH3:20][CH2:21][O:22][C:23]([CH3:24])=[O:25].[Cl:1][c:2]1[c:3]([C:4](=[O:5])[O:6][CH3:7])[c:8]([I:13])[cH:9][c:10]([Cl:12])[n:11]1.[O:26]=[CH:27][N:28]([CH3:29])[CH3:30].[OH2:19].[cH:31]1[cH:32][cH:33][c:34]([P:35]([Pd:36]([P:37]([c:38]2[cH:39][cH:40][cH:41][cH:42][cH:43]2)([c:44]2[cH:45][cH:46][cH:47][cH:48][cH:49]2)[c:50]2[cH:51][cH:52][cH:53][cH:54][cH:55]2)([P:56]([c:57]2[cH:58][cH:59][cH:60][cH:61][cH:62]2)([c:63]2[cH:64][cH:65][cH:66][cH:67][cH:68]2)[c:69]2[cH:70][cH:71][cH:72][cH:73][cH:74]2)[P:75]([c:76]2[cH:77][cH:78][cH:79][cH:80][cH:81]2)([c:82]2[cH:83][cH:84][cH:85][cH:86][cH:87]2)[c:88]2[cH:89][cH:90][cH:91][cH:92][cH:93]2)([c:94]2[cH:95][cH:96][cH:97][cH:98][cH:99]2)[c:100]2[cH:101][cH:102][cH:103][cH:104][cH:105]2)[cH:106][cH:107]1>>[Cl:1][c:2]1[c:3]([C:4](=[O:5])[O:6][CH3:7])[c:8]([C:14]#[N:15])[cH:9][c:10]([Cl:12])[n:11]1. Starting materials: BrC1=C2C3(C(N(C2=CC=C1)CCCCC)=O)COC=1C3=CC3=C(OCO3)C1 (4′-bromo-1′-pentylspiro[furo[2,3-f][1,3]benzodioxole-7,3′-indol]-2′(1′H)-one), C(C)(C)(C)P(C1=C(C=CC=C1)C1=CC=CC=C1)C(C)(C)C (2-(di-tert-butylphosphino)biphenyl), C(CCC)[Sn](CCCC)(CCCC)C#N (tributyltin cyanide), [C-]#N.[K+] (potassium cyanide). The reagents and catalysts are C=1C=CC(=CC1)/C=C/C(=O)/C=C/C2=CC=CC=C2.C=1C=CC(=CC1)/C=C/C(=O)/C=C/C2=CC=CC=C2.C=1C=CC(=CC1)/C=C/C(=O)/C=C/C2=CC=CC=C2.[Pd].[Pd] (tris(dibenzylideneacetone)dipalladium(0)). Product: O=C1N(C=2C=CC=C(C2C12COC=1C2=CC2=C(OCO2)C1)C#N)CCCCC (2′-oxo-1′-pentyl-1′,2′-dihydrospiro[furo[2,3-f][1,3]benzodioxole-7,3′-indole]-4′-carbonitrile). Isolated yield 34.7%. Reaction SMILES: Br[C:2]1[CH:10]=[CH:9][CH:8]=[C:7]2[C:3]=1[C:4]1([C:20]3=[CH:21][C:22]4[O:26][CH2:25][O:24][C:23]=4[CH:27]=[C:19]3[O:18][CH2:17]1)[C:5](=[O:16])[N:6]2[CH2:11][CH2:12][CH2:13][CH2:14][CH3:15].C(P(C(C)(C)C)C1C=CC=CC=1C1C=CC=CC=1)(C)(C)C.C([Sn]([C:62]#[N:63])(CCCC)CCCC)CCC.[C-]#N.[K+]>C1C=CC(/C=C/C(/C=C/C2C=CC=CC=2)=O)=CC=1.C1C=CC(/C=C/C(/C=C/C2C=CC=CC=2)=O)=CC=1.C1C=CC(/C=C/C(/C=C/C2C=CC=CC=2)=O)=CC=1.[Pd].[Pd]>[O:16]=[C:5]1[C:4]2([C:20]3=[CH:21][C:22]4[O:26][CH2:25][O:24][C:23]=4[CH:27]=[C:19]3[O:18][CH2:17]2)[C:3]2[C:2]([C:62]#[N:63])=[CH:10][CH:9]=[CH:8][C:7]=2[N:6]1[CH2:11][CH2:12][CH2:13][CH2:14][CH3:15] |f:3.4,5.6.7.8.9|. Procedure: A mixture of 4′-bromo-1′-pentylspiro[furo[2,3-f][1,3]benzodioxole-7,3′-indol]-2′(1′H)-one (0.10 g, 0.23 mmol), tris(dibenzylideneacetone)dipalladium(0) (0.21 g, 0.23 mmol) and 2-(di-tert-butylphosphino)biphenyl (0.07, 0.23 mmol), tributyltin cyanide (0.07 g, 0.23 mmol) and potassium cyanide (0.02 g, 0.23 mmol) was purged with nitrogen and anhydrous acetonitrile (10.0 mL) was added. The reaction mixture was refluxed for 16 h. After cooling down to ambient temperature, the reaction mixture was dil... The reactants are N1CCC(CC1)NC(=O)C1=NNC=C1NC(C1=C(C=CC=C1Cl)Cl)=O (4-(2,6-dichloro-benzoylamino)-1H-pyrazole-3-carboxylic acid piperidin-4-ylamide), C(C)(=O)O (acetic acid). The solvent is CO (methanol). Conditions: time 1 hour. Product: C(C)(=O)O.N1CCC(CC1)NC(=O)C1=NNC=C1NC(C1=C(C=CC=C1Cl)Cl)=O (4-(2,6-dichloro-benzoylamino)-1H-pyrazole-3-carboxylic acid piperidin-4-ylamide acetic acid salt). Isolated yield 88.9%. Reaction SMILES: [NH:1]1[CH2:6][CH2:5][CH:4]([NH:7][C:8]([C:10]2[C:14]([NH:15][C:16](=[O:25])[C:17]3[C:22]([Cl:23])=[CH:21][CH:20]=[CH:19][C:18]=3[Cl:24])=[CH:13][NH:12][N:11]=2)=[O:9])[CH2:3][CH2:2]1.[C:26]([OH:29])(=[O:28])[CH3:27]>CO>[C:26]([OH:29])(=[O:28])[CH3:27].[NH:1]1[CH2:6][CH2:5][CH:4]([NH:7][C:8]([C:10]2[C:14]([NH:15][C:16](=[O:25])[C:17]3[C:22]([Cl:23])=[CH:21][CH:20]=[CH:19][C:18]=3[Cl:24])=[CH:13][NH:12][N:11]=2)=[O:9])[CH2:3][CH2:2]1 |f:3.4|. Reported procedure: To a stirred suspension of 4-(2,6-dichloro-benzoylamino)-1H-pyrazole-3-carboxylic acid piperidin-4-ylamide (10.0 g, 26.2 mmol) in methanol (150 ml) was added glacial acetic acid (15 ml, 262 mmol) at ambient temperature. After 1 h, a clear solution was obtained which was reduced in vacuo azeotroping with toluene (×2). The residue was then triturated with acetonitrile (2×100 ml) and the solid dried in vacuo to give 4-(2,6-dichloro-benzoylamino)-1H-pyrazole-3-carboxylic acid piperidin-4-ylamide ace... Reactants: Br, CCOC(=O)C(CC(C)C)c1cc(OS(=O)(=O)C(F)(F)F)cc(-c2ccc(C(F)(F)F)cc2)c1, CCCC1CCCCN1, CC(C)(C)[O-], Cc1ccccc1, [Na+], CC(=O)[O-], CC(=O)[O-], [Pd+2]. The product is CCCC1CCCCN1c1cc(-c2ccc(C(F)(F)F)cc2)cc(C(CC(C)C)C(=O)OCC)c1. As a reaction SMILES: [BrH:35].[CH2:1]([CH3:2])[O:3][C:4]([CH:5]([CH2:6][CH:7]([CH3:8])[CH3:9])[c:10]1[cH:11][c:12](-[c:24]2[cH:25][cH:26][c:27]([C:30]([F:31])([F:32])[F:33])[cH:28][cH:29]2)[cH:13][c:14]([O:16][S:17]([C:18]([F:19])([F:20])[F:21])(=[O:22])=[O:23])[cH:15]1)=[O:34].[CH2:36]([CH2:37][CH3:38])[CH:39]1[NH:40][CH2:41][CH2:42][CH2:43][CH2:44]1.[CH3:45][C:46]([CH3:47])([O-:48])[CH3:49].[CH3:51][c:52]1[cH:53][cH:54][cH:55][cH:56][cH:57]1.[Na+:50].[O-:59][C:60]([CH3:61])=[O:62].[O-:63][C:64]([CH3:65])=[O:66].[Pd+2:58]>>[CH2:1]([CH3:2])[O:3][C:4]([CH:5]([CH2:6][CH:7]([CH3:8])[CH3:9])[c:10]1[cH:11][c:12](-[c:24]2[cH:25][cH:26][c:27]([C:30]([F:31])([F:32])[F:33])[cH:28][cH:29]2)[cH:13][c:14]([N:40]2[CH:39]([CH2:36][CH2:37][CH3:38])[CH2:44][CH2:43][CH2:42][CH2:41]2)[cH:15]1)=[O:34]. Procedure: A mixture of methyl 3-(3,5-dimethoxyphenyl)benzoate (0.83 g) and d,l-methionine (9.10 g) in methanesulfonic acid (19.8 ml) was stirred at 40° C. for 10 hours. The mixture was poured onto ice-water and then the product was extracted with ethyl acetate and washed with sodium hydrogencarbonate solution and brine. The organic layer was dried over magnesium sulfate and evaporated in vacuo. The residue was purified by column chromatography on silica gel eluting with a mixture of chloroform and acetone... Solvent: CS(=O)(=O)O (methanesulfonic acid). Reaction conditions: temperature 40 celsius, time 10 hour. Yields the product OC=1C=C(C=C(C1)O)C=1C=C(C(=O)OC)C=CC1 (methyl 3-(3,5-dihydroxyphenyl)benzoate). As a reaction SMILES: C[O:2][C:3]1[CH:4]=[C:5]([C:11]2[CH:12]=[C:13]([CH:18]=[CH:19][CH:20]=2)[C:14]([O:16][CH3:17])=[O:15])[CH:6]=[C:7]([O:9]C)[CH:8]=1.NC(C(O)=O)CCSC>CS(O)(=O)=O>[OH:2][C:3]1[CH:4]=[C:5]([C:11]2[CH:12]=[C:13]([CH:18]=[CH:19][CH:20]=2)[C:14]([O:16][CH3:17])=[O:15])[CH:6]=[C:7]([OH:9])[CH:8]=1. Reactants: COC=1C=C(C=C(C1)OC)C=1C=C(C(=O)OC)C=CC1 (methyl 3-(3,5-dimethoxyphenyl)benzoate), NC(CCSC)C(=O)O (d,l-methionine). Starting materials: ClCCl, CNOC, CC(C)n1nnc2ccc(C(=O)O)cc21, CC(C)NC(C)C, O=C(Cl)C(=O)Cl, Cl, CN(C)C=O. Yields the product CON(C)C(=O)c1ccc2nnn(C(C)C)c2c1. Reaction SMILES: [CH2:34]([Cl:35])[Cl:36].[CH3:30][NH:31][O:32][CH3:33].[CH:1]([CH3:2])([CH3:3])[n:4]1[n:5][n:6][c:7]2[c:8]1[cH:9][c:10]([C:13](=[O:14])[OH:15])[cH:11][cH:12]2.[CH:22]([NH:23][CH:24]([CH3:25])[CH3:26])([CH3:27])[CH3:28].[Cl:16][C:17]([C:18]([Cl:19])=[O:20])=[O:21].[ClH:29].[O:37]=[CH:38][N:39]([CH3:40])[CH3:41]>>[CH:1]([CH3:2])([CH3:3])[n:4]1[n:5][n:6][c:7]2[c:8]1[cH:9][c:10]([C:13](=[O:15])[N:31]([CH3:30])[O:32][CH3:33])[cH:11][cH:12]2.